The task is: describe an organic reaction: reactants, conditions, products, and yield. This data is from the Open Reaction Database (ORD), a public repository of structured organic reaction records. Starting materials: CCCCCCCN, ClCCl, C(=NC1CCCCC1)=NC1CCCCC1, O=C(O)CCCCCCCSc1nc(-c2ccccc2)c(-c2ccccc2)[nH]1. Yields the product CCCCCCCNC(=O)CCCCCCCSc1nc(-c2ccccc2)c(-c2ccccc2)[nH]1. Reaction SMILES: [CH2:44]([CH2:45][CH2:46][CH2:47][CH2:48][CH2:49][CH3:50])[NH2:51].[CH2:52]([Cl:53])[Cl:54].[CH:29]1([N:30]=[C:31]=[N:32][CH:33]2[CH2:34][CH2:35][CH2:36][CH2:37][CH2:38]2)[CH2:39][CH2:40][CH2:41][CH2:42][CH2:43]1.[c:1]1(-[c:7]2[n:8][c:9]([S:18][CH2:19][CH2:20][CH2:21][CH2:22][CH2:23][CH2:24][CH2:25][C:26](=[O:27])[OH:28])[nH:10][c:11]2-[c:12]2[cH:13][cH:14][cH:15][cH:16][cH:17]2)[cH:2][cH:3][cH:4][cH:5][cH:6]1>>[c:1]1(-[c:7]2[nH:8][c:9]([S:18][CH2:19][CH2:20][CH2:21][CH2:22][CH2:23][CH2:24][CH2:25][C:26](=[O:28])[NH:51][CH2:44][CH2:45][CH2:46][CH2:47][CH2:48][CH2:49][CH3:50])[n:10][c:11]2-[c:12]2[cH:13][cH:14][cH:15][cH:16][cH:17]2)[cH:2][cH:3][cH:4][cH:5][cH:6]1. The reactants are N#Cc1cc2c(Oc3ccc(NC(=O)Nc4ccc(F)cc4)c(F)c3)ccnc2cc1OCC1CO1, C1CCNCC1, C1CCOC1. Yields the product N#Cc1cc2c(Oc3ccc(NC(=O)Nc4ccc(F)cc4)c(F)c3)ccnc2cc1OCC(O)CN1CCCCC1. Reaction SMILES: [C:7](#[N:8])[c:9]1[cH:10][c:11]2[c:12]([O:24][c:25]3[cH:26][c:27]([F:42])[c:28]([NH:31][C:32](=[O:33])[NH:34][c:35]4[cH:36][cH:37][c:38]([F:41])[cH:39][cH:40]4)[cH:29][cH:30]3)[cH:13][cH:14][n:15][c:16]2[cH:17][c:18]1[O:19][CH2:20][CH:21]1[O:22][CH2:23]1.[CH2:1]1[CH2:2][CH2:3][NH:4][CH2:5][CH2:6]1.[O:43]1[CH2:44][CH2:45][CH2:46][CH2:47]1>>[CH2:1]1[CH2:2][CH2:3][N:4]([CH2:23][CH:21]([CH2:20][O:19][c:18]2[c:9]([C:7]#[N:8])[cH:10][c:11]3[c:12]([O:24][c:25]4[cH:26][c:27]([F:42])[c:28]([NH:31][C:32](=[O:33])[NH:34][c:35]5[cH:36][cH:37][c:38]([F:41])[cH:39][cH:40]5)[cH:29][cH:30]4)[cH:13][cH:14][n:15][c:16]3[cH:17]2)[OH:22])[CH2:5][CH2:6]1. The yield is 51.0%. Procedure: 3,4-Dihydro-6-trifluoromethylsulfonyloxy-1(2H) -naphthalenone (2.40 g, 8.17 mmol) was dissolved in 25 ml of N,N-dimethylformamide in an argon atmosphere, and 3.65 g (9.91 mmol) of 2-pyridyltributyltin, 1.04 g (24.5 mmol) of lithium chloride and 0.29 g (0.41 mmol) of bistriphenylphosphinepalladium chloride were added to the solution. The mixture was stirred at 120° C. for 4 hours. The reaction product was cooled to room temperature. Ethyl acetate and a 2M-ammonium fluoride aqueous solution were a... As a reaction SMILES: FC(F)(F)S(O[C:7]1[CH:8]=[C:9]2[C:14](=[CH:15][CH:16]=1)[C:13](=[O:17])[CH2:12][CH2:11][CH2:10]2)(=O)=O.[N:20]1[CH:25]=[CH:24][CH:23]=[CH:22][C:21]=1[Sn](CCCC)(CCCC)CCCC.[Cl-].[Li+].[Cl-].[F-].[NH4+]>CN(C)C=O.C(OCC)(=O)C>[N:20]1[CH:25]=[CH:24][CH:23]=[CH:22][C:21]=1[C:7]1[CH:8]=[C:9]2[C:14](=[CH:15][CH:16]=1)[C:13](=[O:17])[CH2:12][CH2:11][CH2:10]2 |f:2.3,5.6|. The product is N1=C(C=CC=C1)C=1C=C2CCCC(C2=CC1)=O (3,4-Dihydro-6-(2-pyridyl)-1(2H)-naphthalenone). Solvent: C(C)(=O)OCC (Ethyl acetate), CN(C=O)C (N,N-dimethylformamide). The reactants are [F-].[NH4+] (ammonium fluoride), FC(S(=O)(=O)OC=1C=C2CCCC(C2=CC1)=O)(F)F (3,4-Dihydro-6-trifluoromethylsulfonyloxy-1(2H) -naphthalenone), N1=C(C=CC=C1)[Sn](CCCC)(CCCC)CCCC (2-pyridyltributyltin), [Cl-].[Li+] (lithium chloride), [Cl-] (chloride). Run at temperature 120 celsius, time 4 hour. Reactants: COC(=O)C(C)NC(=O)CSc1nnc(Br)n1-c1ccc(C2CC2)c2ccccc12, C1CCOC1, [Li+], [OH-], O. The product is CC(NC(=O)CSc1nnc(Br)n1-c1ccc(C2CC2)c2ccccc12)C(=O)O. RXN SMILES: [Br:3][c:4]1[n:5](-[c:20]2[cH:21][cH:22][c:23]([CH:30]3[CH2:31][CH2:32]3)[c:24]3[cH:25][cH:26][cH:27][cH:28][c:29]23)[c:6]([S:9][CH2:10][C:11](=[O:12])[NH:13][CH:14]([C:15](=[O:16])[O:17][CH3:18])[CH3:19])[n:7][n:8]1.[CH2:33]1[O:34][CH2:35][CH2:36][CH2:37]1.[Li+:1].[OH-:2].[OH2:38]>>[Br:3][c:4]1[n:5](-[c:20]2[cH:21][cH:22][c:23]([CH:30]3[CH2:31][CH2:32]3)[c:24]3[cH:25][cH:26][cH:27][cH:28][c:29]23)[c:6]([S:9][CH2:10][C:11](=[O:12])[NH:13][CH:14]([C:15](=[O:16])[OH:17])[CH3:19])[n:7][n:8]1. Reactants: FC=1C=C2C(=NC1)N(C=N2)CC2=CC1=C(N=C(S1)S(=O)C)C=C2 (6-((6-Fluoro-3H-imidazo[4,5-b]pyridin-3-yl)methyl)-2-(methylsulfinyl)benzo[d]thiazole), N[C@@H]1CC[C@H](CC1)O (trans-4-aminocyclohexanol), CCN(C(C)C)C(C)C (DIEA). Solvent: CC(=O)N(C)C (DMA). Reaction conditions: temperature 110 celsius. Yields the product FC=1C=C2C(=NC1)N(C=N2)CC2=CC1=C(N=C(S1)N[C@@H]1CC[C@H](CC1)O)C=C2 (trans-4-((6-((6-fluoro-3H-imidazo[4,5-b]pyridin-3-yl)methyl)benzo[d]thiazol-2-yl)amino)cyclohexanol). Isolated yield 41.9%. Reaction SMILES: [F:1][C:2]1[CH:3]=[C:4]2[N:10]=[CH:9][N:8]([CH2:11][C:12]3[CH:23]=[CH:22][C:15]4[N:16]=[C:17](S(C)=O)[S:18][C:14]=4[CH:13]=3)[C:5]2=[N:6][CH:7]=1.[NH2:24][C@H:25]1[CH2:30][CH2:29][C@H:28]([OH:31])[CH2:27][CH2:26]1.CCN(C(C)C)C(C)C>CC(N(C)C)=O>[F:1][C:2]1[CH:3]=[C:4]2[N:10]=[CH:9][N:8]([CH2:11][C:12]3[CH:23]=[CH:22][C:15]4[N:16]=[C:17]([NH:24][C@H:25]5[CH2:30][CH2:29][C@H:28]([OH:31])[CH2:27][CH2:26]5)[S:18][C:14]=4[CH:13]=3)[C:5]2=[N:6][CH:7]=1. Reported procedure: To a stirred suspension of 6-((6-fluoro-3H-imidazo[4,5-b]pyridin-3-yl)methyl)-2-(methylsulfinyl)benzo[d]thiazole (119 g, 0.3 mmol) from Step 4 of Example 162 and trans-4-aminocyclohexanol (119 mg, 1.0 mmol) in anhydrous DMA (1 mL) was added DIEA (180 μL, 1.0 mmol). The mixture was heated in a sealed tube at 110° C. for 15 h. The mixture was cooled to rt and was purified by reverse-phase preparative HPLC using a mixture of water (5% CH3CN, 0.05% HCOOH) and CH3CN (0.05% HCOOH) as the mobile phase ... The reactants are BrC=1C=C(C=CC1C)NC1=C(C=NC2=CN=C(C=C12)F)C#N (4-[(3-bromo-4-methylphenyl)amino]-6-fluoro-[1,7]naphthyridine-3-carbonitrile), N1(CCOCC1)CCN (2-morpholin-4-yl-1-ethylamine). Product: BrC=1C=C(C=CC1C)NC1=C(C=NC2=CN=C(C=C12)NCCN1CCOCC1)C#N (4-[(3-bromo-4-methylphenyl)amino]-6-[(2-morpholin-4-ylethyl)amino]-1,7-naphthyridine-3-carbonitrile). Isolated yield 18.0%. Reaction SMILES: [Br:1][C:2]1[CH:3]=[C:4]([NH:9][C:10]2[C:19]3[C:14](=[CH:15][N:16]=[C:17](F)[CH:18]=3)[N:13]=[CH:12][C:11]=2[C:21]#[N:22])[CH:5]=[CH:6][C:7]=1[CH3:8].[N:23]1([CH2:29][CH2:30][NH2:31])[CH2:28][CH2:27][O:26][CH2:25][CH2:24]1>>[Br:1][C:2]1[CH:3]=[C:4]([NH:9][C:10]2[C:19]3[C:14](=[CH:15][N:16]=[C:17]([NH:31][CH2:30][CH2:29][N:23]4[CH2:28][CH2:27][O:26][CH2:25][CH2:24]4)[CH:18]=3)[N:13]=[CH:12][C:11]=2[C:21]#[N:22])[CH:5]=[CH:6][C:7]=1[CH3:8]. Procedure details: Following the procedure described above in Example 1, 4-[(3-bromo-4-methylphenyl)amino]-6-fluoro-[1,7]naphthyridine-3-carbonitrile (300 mg, 1.1 mmol, 1 eq) was reacted with 2-morpholin-4-yl-1-ethylamine (3 mL, 20 eq). The crude product was purified via preparative HPLC to obtain 67 mg product (18% yield): Reactants: [N+](=O)([O-])C=1C=C(C(=O)O)C=C(C1OC1=CC=CC=C1)S(N)(=O)=O (3-nitro-4-phenoxy-5-sulfamoylbenzoic acid), [H][H] (hydrogen). Reagents/catalysts: [Pd] (palladium on carbon). The solvent is C(C)O (ethanol). Yields the product NC=1C=C(C(=O)O)C=C(C1OC1=CC=CC=C1)S(N)(=O)=O (3-amino-4-phenoxy-5-sulfamoylbenzoic acid). Reaction SMILES: [N+:1]([C:4]1[CH:5]=[C:6]([CH:10]=[C:11]([S:20](=[O:23])(=[O:22])[NH2:21])[C:12]=1[O:13][C:14]1[CH:19]=[CH:18][CH:17]=[CH:16][CH:15]=1)[C:7]([OH:9])=[O:8])([O-])=O.[H][H]>[Pd].C(O)C>[NH2:1][C:4]1[CH:5]=[C:6]([CH:10]=[C:11]([S:20](=[O:23])(=[O:22])[NH2:21])[C:12]=1[O:13][C:14]1[CH:19]=[CH:18][CH:17]=[CH:16][CH:15]=1)[C:7]([OH:9])=[O:8]. Procedure: A mixture of 3-nitro-4-phenoxy-5-sulfamoylbenzoic acid (3.7 g, 0.011 mol), 10% palladium on carbon (0.5 g) and ethanol (100 ml) is shaken on a Parr hydrogenator for 1.5 hours at a hydrogen pressure of 40 psi. The catalyst is filtered off and the filtrate is concentrated to yield 3-amino-4-phenoxy-5-sulfamoylbenzoic acid (IX-A).